Dataset: the Open Reaction Database (ORD), a public repository of structured organic reaction records. Task: describe an organic reaction: reactants, conditions, products, and yield Starting materials: C1CCOC1, CC(=O)O, CC(=O)OC(C)=O, O=CO, Cc1cc(Cc2ccc(N)cn2)n(C)c1C(=O)c1ccc(Cl)cc1. Yields the product Cc1cc(Cc2ccc(NC=O)cn2)n(C)c1C(=O)c1ccc(Cl)cc1. RXN SMILES: [CH2:39]1[O:40][CH2:41][CH2:42][CH2:43]1.[CH3:1][C:2](=[O:3])[OH:4].[CH3:8][C:9]([O:10][C:11](=[O:12])[CH3:13])=[O:14].[CH:5](=[O:6])[OH:7].[Cl:15][c:16]1[cH:17][cH:18][c:19]([C:20](=[O:21])[c:22]2[c:23]([CH3:36])[cH:24][c:25]([CH2:28][c:29]3[n:30][cH:31][c:32]([NH2:35])[cH:33][cH:34]3)[n:26]2[CH3:27])[cH:37][cH:38]1>>[CH:5](=[O:7])[NH:35][c:32]1[cH:31][n:30][c:29]([CH2:28][c:25]2[cH:24][c:23]([CH3:36])[c:22]([C:20]([c:19]3[cH:18][cH:17][c:16]([Cl:15])[cH:38][cH:37]3)=[O:21])[n:26]2[CH3:27])[cH:34][cH:33]1. Reactants: Cl (hydrochloric acid), [Cl-] (chloride), C1(OCCC2=CC=CC=C12)CCO ((-)-2-(isochroman-1-yl)ethanol), C(C)(C)N(CC)C(C)C (diisopropylethylamine), N1CCNCC1 (piperazine). Solvent: O1CCCC1 (tetrahydrofuran), N1=CC=CC=C1 (pyridine). Run at time 4 hour. The product is C1(OCCC2=CC=CC=C12)CCN1CCNCC1 (1-(2-(Isochroman-1-yl)ethyl)-piperazine). Isolated yield 99.9%. RXN SMILES: [Cl-].[CH:2]1([CH2:12][CH2:13]O)[C:11]2[C:6](=[CH:7][CH:8]=[CH:9][CH:10]=2)[CH2:5][CH2:4][O:3]1.C(N(C(C)C)CC)(C)C.Cl.[NH:25]1[CH2:30][CH2:29][NH:28][CH2:27][CH2:26]1>O1CCCC1.N1C=CC=CC=1>[CH:2]1([CH2:12][CH2:13][N:25]2[CH2:30][CH2:29][NH:28][CH2:27][CH2:26]2)[C:11]2[C:6](=[CH:7][CH:8]=[CH:9][CH:10]=2)[CH2:5][CH2:4][O:3]1. Reported procedure: Methanesulfony chloride (524 ml, 6.77 mol) is added to a cooled mixture of (-)-2-(isochroman-1-yl)ethanol (EXAMPLE 48, LXXIX, 940 g, 5.2 mol), diisopropylethylamine (1.27 l, 7.29 mol) in tetrahydrofuran (5.6 l). After 4 hr, aqueous hydrochloric acid (1N, 8 l) is added and the mixture extracted with ethyl acetate (17 l). The organic phase is washed with saturated aqueous sodium chloride (2 l) and concentrated under reduced pressure. The concentrate is dissolved in pyridine (4 l) and added to a mi... Reactants: CC1(C(CC1CC)CC(=O)Cl)C (2,2-dimethyl-3-ethylcyclobutaneacetyl chloride), C1(CCCCC1)C(=O)Cl (cyclohexanecarbonyl chloride), C(C)(C)(C)NCC(=O)C1=CC(=C(C=C1)OC(CC1C(C(C1)CC)(C)C)=O)OC(CC1C(C(C1)CC)(C)C)=O (3,4-bis(2,2-dimethyl-3-ethylcyclobutaneacetoxy)-phenyl tert-butylaminomethyl ketone). The product is CC1(C(CC1CC)CC(=O)OC=1C=C(C(CNC(C)(C)C)O)C=CC1OC(CC1C(C(C1)CC)(C)C)=O)C (3,4-bis(2,2-dimethyl-3-ethylcyclobutaneacetoxy)-alpha-(tert-butylaminomethyl)benzyl alcohol). Reaction SMILES: CC1(C)C(CC)CC1CC(Cl)=O.C1(C(Cl)=O)CCCCC1.[C:22]([NH:26][CH2:27][C:28]([C:30]1[CH:35]=[CH:34][C:33]([O:36][C:37](=[O:47])[CH2:38][CH:39]2[CH2:42][CH:41]([CH2:43][CH3:44])[C:40]2([CH3:46])[CH3:45])=[C:32]([O:48][C:49](=[O:59])[CH2:50][CH:51]2[CH2:54][CH:53]([CH2:55][CH3:56])[C:52]2([CH3:58])[CH3:57])[CH:31]=1)=[O:29])([CH3:25])([CH3:24])[CH3:23]>>[CH3:58][C:52]1([CH3:57])[CH:53]([CH2:55][CH3:56])[CH2:54][CH:51]1[CH2:50][C:49]([O:48][C:32]1[CH:31]=[C:30]([CH:35]=[CH:34][C:33]=1[O:36][C:37](=[O:47])[CH2:38][CH:39]1[CH2:42][CH:41]([CH2:43][CH3:44])[C:40]1([CH3:46])[CH3:45])[CH:28]([OH:29])[CH2:27][NH:26][C:22]([CH3:23])([CH3:24])[CH3:25])=[O:59]. Reported procedure: When 2,2-dimethyl-3-ethylcyclobutaneacetyl chloride is substituted for the cyclohexanecarbonyl chloride in the procedure described in Example 15A above, the acylation product obtained is 3,4-bis(2,2-dimethyl-3-ethylcyclobutaneacetoxy)-phenyl tert-butylaminomethyl ketone; and when this product is catalytically hydrogenated using the procedure described in Example 15B above, there is obtained 3,4-bis(2,2-dimethyl-3-ethylcyclobutaneacetoxy)-alpha-(tert-butylaminomethyl)benzyl alcohol. As a reaction SMILES: Br[C:2]1[CH:3]=[C:4]([NH:8][CH2:9][C:10]([O:12][CH2:13][CH3:14])=[O:11])[CH:5]=[CH:6][CH:7]=1.[CH:15]([P:17](=[O:24])([O:21][CH2:22][CH3:23])[O:18][CH2:19][CH3:20])=[CH2:16]>CN(C)C=O.C(N(CC)CC)C.[Pd](Cl)Cl.C1(P(C2C=CC=CC=2)C2C=CC=CC=2)C=CC=CC=1.C1(P(C2C=CC=CC=2)C2C=CC=CC=2)C=CC=CC=1>[CH2:19]([O:18][P:17]([O:21][CH2:22][CH3:23])(/[CH:15]=[CH:16]/[C:2]1[CH:3]=[C:4]([NH:8][CH2:9][C:10]([O:12][CH2:13][CH3:14])=[O:11])[CH:5]=[CH:6][CH:7]=1)=[O:24])[CH3:20] |f:4.5.6|. Reported procedure: A solution of ethyl N-(3-bromophenyl)glycinate (Example B) (4 g, 15.5 mmol), diethyl vinylphosphonate (4.92 g, 30 mmol), and bis(triphenylphosphine) palladium (II) chloride (1 g) in dimethylformamide (15 ml) and triethyamine (5 ml) is immersed in an oil bath (95° C.) and stirred for 20 hours. After cooling the dimethylformamide is removed in vacuo and the oily brown residue is dissolved in a saturated solution of sodium chloride and extracted with chloroform. The chloroform layer is dried over m... Run at temperature 95 celsius, time 20 hour. Solvent: CN(C=O)C (dimethylformamide), C(C)N(CC)CC (triethyamine), CN(C=O)C (dimethylformamide). The reagents and catalysts are [Pd](Cl)Cl.C1(=CC=CC=C1)P(C1=CC=CC=C1)C1=CC=CC=C1.C1(=CC=CC=C1)P(C1=CC=CC=C1)C1=CC=CC=C1 (bis(triphenylphosphine) palladium (II) chloride). The product is C(C)OP(=O)(/C=C/C=1C=C(C=CC1)NCC(=O)OCC)OCC ((E)-Ethyl N-[3-[2-(diethoxyphosphinyl)ethenyl]phenyl]glycinate). Yield: 60.5%. The reactants are BrC=1C=C(C=CC1)NCC(=O)OCC (ethyl N-(3-bromophenyl)glycinate), C(=C)P(OCC)(OCC)=O (diethyl vinylphosphonate). Reactants: C(C1=CC=CC=C1)OC=1C=C2C=C(C(=NC2=CC1F)I)CO (6-benzyloxy-7-fluoro-2-iodo-3-quinolylmethanol), C(C)(C)(C)OC(CC(CC)(C1=CC(NC=C1)=O)O)=O (tert-butyl3-hydroxy-3-(2-oxo-1,2-dihydro-4-pyridinyl)pentanoate), C(CCC)P(CCCC)CCCC (tributylphosphine), N(=NC(=O)OCC)C(=O)OCC (diethyl azodicarboxylate). Run in O1CCCC1 (tetrahydrofuran). Conditions: time 6 hour. Yields the product C(C)(C)(C)OC(CC(CC)(O)C1=CC(N(C=C1)CC=1C(=NC2=CC(=C(C=C2C1)OCC1=CC=CC=C1)F)I)=O)=O (tert-butyl3-[1-(6-benzyloxy-7-fluoro-2-iodo-3-quinolylmethyl)-2-oxo-1,2-dihydro-4-pyridinyl]-3-hydroxypentanoate). Isolated yield 54.7%. As a reaction SMILES: [CH2:1]([O:8][C:9]1[CH:10]=[C:11]2[C:16](=[CH:17][C:18]=1[F:19])[N:15]=[C:14]([I:20])[C:13]([CH2:21]O)=[CH:12]2)[C:2]1[CH:7]=[CH:6][CH:5]=[CH:4][CH:3]=1.[C:23]([O:27][C:28](=[O:41])[CH2:29][C:30]([OH:40])([C:33]1[CH:38]=[CH:37][NH:36][C:35](=[O:39])[CH:34]=1)[CH2:31][CH3:32])([CH3:26])([CH3:25])[CH3:24].C(P(CCCC)CCCC)CCC.N(C(OCC)=O)=NC(OCC)=O>O1CCCC1>[C:23]([O:27][C:28](=[O:41])[CH2:29][C:30]([C:33]1[CH:38]=[CH:37][N:36]([CH2:21][C:13]2[C:14]([I:20])=[N:15][C:16]3[C:11]([CH:12]=2)=[CH:10][C:9]([O:8][CH2:1][C:2]2[CH:3]=[CH:4][CH:5]=[CH:6][CH:7]=2)=[C:18]([F:19])[CH:17]=3)[C:35](=[O:39])[CH:34]=1)([OH:40])[CH2:31][CH3:32])([CH3:24])([CH3:25])[CH3:26]. Reported procedure: A mixture, under an argon atmosphere, of 6-benzyloxy-7-fluoro-2-iodo-3-quinolylmethanol (obtained according to 1.f, 2.05 g, 5 mmol), tert-butyl3-hydroxy-3-(2-oxo-1,2-dihydro-4-pyridinyl)pentanoate (obtained according to 1.h, 1.47 g, 5.5 mmol), and tributylphosphine (1.36 ml, 5.5 mmol) in anhydrous tetrahydrofuran (20 ml) is treated dropwise with diethyl azodicarboxylate (1.3 ml, 7.5 mmol). The reaction mixture is then agitated at ambient temperature for 6 hours, then concentrated under reduced p... Starting materials: [BH4-], O=C1CC2(CCCC2)Oc2ccc(Br)cc21, CO, Cl, [Na+]. Product: OC1CC2(CCCC2)Oc2ccc(Br)cc21. As a reaction SMILES: [BH4-:1].[Br:3][c:4]1[cH:5][cH:6][c:7]2[c:8]([cH:18]1)[C:9](=[O:17])[CH2:10][C:11]1([O:12]2)[CH2:13][CH2:14][CH2:15][CH2:16]1.[CH3:20][OH:21].[ClH:19].[Na+:2]>>[Br:3][c:4]1[cH:5][cH:6][c:7]2[c:8]([cH:18]1)[CH:9]([OH:17])[CH2:10][C:11]1([O:12]2)[CH2:13][CH2:14][CH2:15][CH2:16]1. Reactants: C#CC1(O)C=CC2C3CCC4=CC(=O)CCC4C3CCC21CC, ClCCl, CC(=O)OC(C)=O, CCOC(C)=O, Cc1ccc(S(=O)(=O)O)cc1. Product: C#CC1(OC(C)=O)C=CC2C3CCC4=CC(=O)CCC4C3CCC21CC. RXN SMILES: [C:19](#[CH:20])[C:21]1([OH:41])[C:22]2([CH2:23][CH3:24])[CH:25]([CH:26]=[CH:27]1)[CH:28]1[CH2:29][CH2:30][C:31]3=[CH:32][C:33](=[O:40])[CH2:34][CH2:35][CH:36]3[CH:37]1[CH2:38][CH2:39]2.[CH2:42]([Cl:43])[Cl:44].[CH3:1][C:2](=[O:3])[O:4][C:5](=[O:6])[CH3:7].[CH3:45][CH2:46][O:47][C:48](=[O:49])[CH3:50].[c:8]1([CH3:9])[cH:10][cH:11][c:12]([S:13]([OH:14])(=[O:15])=[O:16])[cH:17][cH:18]1>>[CH3:1][C:2](=[O:3])[O:41][C:21]1([C:19]#[CH:20])[C:22]2([CH2:23][CH3:24])[CH:25]([CH:26]=[CH:27]1)[CH:28]1[CH2:29][CH2:30][C:31]3=[CH:32][C:33](=[O:40])[CH2:34][CH2:35][CH:36]3[CH:37]1[CH2:38][CH2:39]2.